This data is from the Open Reaction Database (ORD), a public repository of structured organic reaction records. The task is: describe an organic reaction: reactants, conditions, products, and yield Yields the product COC=1C=C(CC2N(CCCC3=C2C=C(C(=C3)OC)OC)CC(=O)NC3CC2=CC=CC=C2C3)C=CC1OC (2-[1-(3,4-Dimethoxy-benzyl)-7,8-dimethoxy-1,3,4,5-tetrahydro-benzo[c]azepin-2-yl]-N-indan-2-yl-acetamide). Reaction SMILES: Br[CH2:2][C:3](Br)=[O:4].Cl.[NH2:7][CH:8]1[CH2:16][C:15]2[C:10](=[CH:11][CH:12]=[CH:13][CH:14]=2)[CH2:9]1.[CH3:17][O:18][C:19]1[CH:20]=[C:21]([CH:38]=[CH:39][C:40]=1[O:41][CH3:42])[CH2:22][CH:23]1[C:29]2[CH:30]=[C:31]([O:36][CH3:37])[C:32]([O:34][CH3:35])=[CH:33][C:28]=2[CH2:27][CH2:26][CH2:25][NH:24]1>>[CH3:17][O:18][C:19]1[CH:20]=[C:21]([CH:38]=[CH:39][C:40]=1[O:41][CH3:42])[CH2:22][CH:23]1[C:29]2[CH:30]=[C:31]([O:36][CH3:37])[C:32]([O:34][CH3:35])=[CH:33][C:28]=2[CH2:27][CH2:26][CH2:25][N:24]1[CH2:2][C:3]([NH:7][CH:8]1[CH2:16][C:15]2[C:10](=[CH:11][CH:12]=[CH:13][CH:14]=2)[CH2:9]1)=[O:4] |f:1.2|. The reactants are BrCC(=O)Br (2-bromoacetyl bromide), Cl.NC1CC2=CC=CC=C2C1 (2-aminoindane hydrochloride), COC=1C=C(CC2NCCCC3=C2C=C(C(=C3)OC)OC)C=CC1OC (1-(3,4-dimethoxy-benzyl)-7,8-dimethoxy-2,3,4,5-tetrahydro-1H-benzo[c]azepine). Procedure details: prepared by reaction of 2-bromoacetyl bromide with 2-aminoindane hydrochloride and 1-(3,4-dimethoxy-benzyl)-7,8-dimethoxy-2,3,4,5-tetrahydro-1H-benzo[c]azepine.